From a dataset of the Open Reaction Database (ORD), a public repository of structured organic reaction records. describe an organic reaction: reactants, conditions, products, and yield Reactants: CCOC(=O)CBr, CN(C)C=O, ON=C(c1ccc(Cl)cc1)c1ccc(Cl)cc1, [H-], [Na+], O. Product: CCOC(=O)CON=C(c1ccc(Cl)cc1)c1ccc(Cl)cc1. RXN SMILES: [Br:20][CH2:21][C:22](=[O:23])[O:24][CH2:25][CH3:26].[CH3:28][N:29]([CH3:30])[CH:31]=[O:32].[Cl:3][c:4]1[cH:5][cH:6][c:7]([C:8]([c:9]2[cH:10][cH:11][c:12]([Cl:15])[cH:13][cH:14]2)=[N:16][OH:17])[cH:18][cH:19]1.[H-:1].[Na+:2].[OH2:27]>>[Cl:3][c:4]1[cH:5][cH:6][c:7]([C:8]([c:9]2[cH:10][cH:11][c:12]([Cl:15])[cH:13][cH:14]2)=[N:16][O:17][CH2:21][C:22](=[O:23])[O:24][CH2:25][CH3:26])[cH:18][cH:19]1. The reactants are CCOC(C)=O, CO, COc1ccc(Cc2nnc(NC3CCC(C(C)C)CC3)c3ccccc23)cn1, ClC(Cl)Cl, [Na+], O=C([O-])O, O. Yields the product CC(C)C1CCC(Nc2nnc(Cc3ccc(O)nc3)c3ccccc23)CC1. As a reaction SMILES: [CH3:36][CH2:37][O:38][C:39]([CH3:40])=[O:41].[CH3:46][OH:47].[CH:1]([CH3:2])([CH3:3])[CH:4]1[CH2:5][CH2:6][CH:7]([NH:10][c:11]2[n:12][n:13][c:14]([CH2:21][c:22]3[cH:23][n:24][c:25]([O:28][CH3:29])[cH:26][cH:27]3)[c:15]3[cH:16][cH:17][cH:18][cH:19][c:20]23)[CH2:8][CH2:9]1.[CH:42]([Cl:43])([Cl:44])[Cl:45].[Na+:34].[O-:30][C:31]([OH:32])=[O:33].[OH2:35]>>[CH:1]([CH3:2])([CH3:3])[CH:4]1[CH2:5][CH2:6][CH:7]([NH:10][c:11]2[n:12][n:13][c:14]([CH2:21][c:22]3[cH:23][n:24][c:25]([OH:28])[cH:26][cH:27]3)[c:15]3[cH:16][cH:17][cH:18][cH:19][c:20]23)[CH2:8][CH2:9]1. Reactants: C[S-], CCOCC, CCOC(C)=O, O=C(NC1Cc2ccccc2N(CCCl)C1=O)c1cc2cc(Cl)ccc2[nH]1, [Na+], CN(C)C=O. Yields the product CSCCN1C(=O)C(NC(=O)c2cc3cc(Cl)ccc3[nH]2)Cc2ccccc21. As a reaction SMILES: [CH3:1][S-:2].[CH3:31][CH2:32][O:33][CH2:34][CH3:35].[CH3:41][CH2:42][O:43][C:44]([CH3:45])=[O:46].[Cl:4][c:5]1[cH:6][c:7]2[cH:8][c:9]([C:14](=[O:15])[NH:16][CH:17]3[C:18](=[O:30])[N:19]([CH2:27][CH2:28][Cl:29])[c:20]4[cH:21][cH:22][cH:23][cH:24][c:25]4[CH2:26]3)[nH:10][c:11]2[cH:12][cH:13]1.[Na+:3].[O:36]=[CH:37][N:38]([CH3:39])[CH3:40]>>[CH3:1][S:2][CH2:28][CH2:27][N:19]1[C:18](=[O:30])[CH:17]([NH:16][C:14]([c:9]2[cH:8][c:7]3[cH:6][c:5]([Cl:4])[cH:13][cH:12][c:11]3[nH:10]2)=[O:15])[CH2:26][c:25]2[c:20]1[cH:21][cH:22][cH:23][cH:24]2. Reactants: CC=1NC2=CC=C(C=C2C1)C (2,5-dimethyl indole), ClC1=NSC2=C1C=CC=C2 (3-chloro-1,2-benzisothiazole). The product is CC=1NC2=CC=C(C=C2C1C1=NSC2=C1C=CC=C2)C (3-(2,5-dimethyl-1H-indol-3-yl)-1,2-benzisothiazole). As a reaction SMILES: [CH3:1][C:2]1[NH:3][C:4]2[C:9]([CH:10]=1)=[CH:8][C:7]([CH3:11])=[CH:6][CH:5]=2.Cl[C:13]1[C:17]2[CH:18]=[CH:19][CH:20]=[CH:21][C:16]=2[S:15][N:14]=1>>[CH3:1][C:2]1[NH:3][C:4]2[C:9]([C:10]=1[C:13]1[C:17]3[CH:18]=[CH:19][CH:20]=[CH:21][C:16]=3[S:15][N:14]=1)=[CH:8][C:7]([CH3:11])=[CH:6][CH:5]=2. Procedure: The sub-title compound was prepared by the method of Example 10 part a, using 2,5-dimethyl indole and 3-chloro-1,2-benzisothiazole. Starting materials: CCO, O=[N+]([O-])c1ccc(Cl)nc1Cl, Nc1ccccc1OC(F)(F)F. The product is O=[N+]([O-])c1ccc(Cl)nc1Nc1ccccc1OC(F)(F)F. RXN SMILES: [CH3:24][CH2:25][OH:26].[Cl:1][c:2]1[n:3][c:4]([Cl:11])[cH:5][cH:6][c:7]1[N+:8](=[O:9])[O-:10].[F:12][C:13]([O:14][c:15]1[c:16]([NH2:17])[cH:18][cH:19][cH:20][cH:21]1)([F:22])[F:23]>>[c:2]1([NH:17][c:16]2[c:15]([O:14][C:13]([F:12])([F:22])[F:23])[cH:21][cH:20][cH:19][cH:18]2)[n:3][c:4]([Cl:11])[cH:5][cH:6][c:7]1[N+:8](=[O:9])[O-:10]. Starting materials: O (water), C([O-])([O-])=O.[K+].[K+] (Potassium carbonate), C(C)I (ethyl iodide), COC=1C=C2C(=C(NC2=CC1OC)C(=O)O)C1=CC(=C(C=C1)OC)OC (5,6-dimethoxy-3-(3,4-dimethoxyphenyl)indole-2-carboxylic acid). Solvent: CN(C=O)C (N,N-dimethylformamide). Run at time 3 hour. Yields the product COC=1C=C2C(=C(NC2=CC1OC)C(=O)OCC)C1=CC(=C(C=C1)OC)OC (ethyl 5,6-dimethoxy-3-(3,4-dimethoxyphenyl)indole-2-carboxylate). Isolated yield 84.0%. Reaction SMILES: C(=O)([O-])[O-].[K+].[K+].[CH2:7](I)[CH3:8].[CH3:10][O:11][C:12]1[CH:13]=[C:14]2[C:18](=[CH:19][C:20]=1[O:21][CH3:22])[NH:17][C:16]([C:23]([OH:25])=[O:24])=[C:15]2[C:26]1[CH:31]=[CH:30][C:29]([O:32][CH3:33])=[C:28]([O:34][CH3:35])[CH:27]=1.O>CN(C)C=O>[CH3:10][O:11][C:12]1[CH:13]=[C:14]2[C:18](=[CH:19][C:20]=1[O:21][CH3:22])[NH:17][C:16]([C:23]([O:25][CH2:7][CH3:8])=[O:24])=[C:15]2[C:26]1[CH:31]=[CH:30][C:29]([O:32][CH3:33])=[C:28]([O:34][CH3:35])[CH:27]=1 |f:0.1.2|. Reported procedure: Potassium carbonate (0.139 g) and ethyl iodide (0.13 ml) were added to a solution of 5,6-dimethoxy-3-(3,4-dimethoxyphenyl)indole-2-carboxylic acid (0.3 g) in N,N-dimethylformamide (5 ml). The mixture was stirred for 3 hours at room temperature, poured into water and extracted with ethyl acetate. The ethyl acetate layer was washed with water, dried (MgSO4) and concentrated. The precipitated crystals were collected by filtration and recrystallized from ethanol to give ethyl 5,6-dimethoxy-3-(3,4-di... Reactants: O (water), ClC(C(=O)OCC)C1=CC(=C(C=C1)C)C (ethyl α-chloro-α-(3,4-dimethylphenyl)acetate), NC(=S)N (thiourea), Cl (HCl). Solvent: C(C)OCCO (ethylene glycol monoethyl ether). The product is CC=1C=C(C=CC1C)C1C(NC(S1)=O)=O (5-(3,4-dimethylphenyl)thiazolidine-2,4-dione). Isolated yield 60.0%. As a reaction SMILES: Cl[CH:2]([C:8]1[CH:13]=[CH:12][C:11]([CH3:14])=[C:10]([CH3:15])[CH:9]=1)[C:3](OCC)=[O:4].[NH2:16][C:17](N)=[S:18].Cl.[OH2:21]>C(OCCO)C>[CH3:15][C:10]1[CH:9]=[C:8]([CH:2]2[S:18][C:17](=[O:21])[NH:16][C:3]2=[O:4])[CH:13]=[CH:12][C:11]=1[CH3:14]. Procedure: 2.26 g of ethyl α-chloro-α-(3,4-dimethylphenyl)acetate and 910 mg of thiourea, in 15 ml of ethylene glycol monoethyl ether, are stirred under reflux for 2 hours. Then, 1 ml of concentrated HCl is added and the mixture is further heated under reflux for 3.5 hours. After cooling, water is added and extraction is carried out with ethyl acetate. The extract is washed with water and dried (MgSO4). After the solvent is distilled off, column chromatography is carried out on the oily residue with 100 g ...